describe an organic reaction: reactants, conditions, products, and yield From a dataset of the Open Reaction Database (ORD), a public repository of structured organic reaction records. The reactants are C(C)OC(C(C)(C)OC1=CC=C(C=C1)C=O)=O (ethyl(4-formylphenoxy)-2,2-dimethylacetate), C(C)(=O)C1=CC=CC=C1 (acetophenone), sodium ethyl. Procedure details: In this manner 7.1 parts of ethyl(4-formylphenoxy)-2,2-dimethylacetate and 4.7 parts of acetophenone in 10 parts by volume of ethanol containing 0.01 part of sodium ethyl are reacted for 2 hours. This reaction mixture is quenched with 100 parts of cold water and extracted with ether. The ether extracts are dried over magnesium sulfate. Filtration of the magnesium sulfate, removal of ether by evaporation at reduced pressure and column chromatography on silica gel provides ethyl 2-[4-(2-benzoyleth... Reaction SMILES: [CH2:1]([O:3][C:4](=[O:17])[C:5]([O:8][C:9]1[CH:14]=[CH:13][C:12]([CH:15]=O)=[CH:11][CH:10]=1)([CH3:7])[CH3:6])[CH3:2].[C:18]([C:21]1[CH:26]=[CH:25][CH:24]=[CH:23][CH:22]=1)(=[O:20])[CH3:19]>C(O)C>[C:18]([CH:19]=[CH:15][C:12]1[CH:13]=[CH:14][C:9]([O:8][C:5]([CH3:7])([CH3:6])[C:4]([O:3][CH2:1][CH3:2])=[O:17])=[CH:10][CH:11]=1)(=[O:20])[C:21]1[CH:26]=[CH:25][CH:24]=[CH:23][CH:22]=1. Yields the product C(C1=CC=CC=C1)(=O)C=CC1=CC=C(OC(C(=O)OCC)(C)C)C=C1 (ethyl 2-[4-(2-benzoylethenyl)phenoxy]-2,2-dimethylacetate). Solvent: C(C)O (ethanol). The reactants are COC1=CC2=C(OC3=C2C=CC=C3)C=C1C(=O)O (2-methoxydibenzofuran-3-carboxylic acid), BrC (bromomethane), [ 1956 ], Br (hydrobromic acid). Solvent: C(C)(=O)O (acetic acid). Run at temperature 30 celsius, time 2 hour. The product is OC1=CC2=C(OC3=C2C=CC=C3)C=C1C(=O)O (2-hydroxy-dibenzofuran-3-carboxylic acid). Isolated yield 97.7%. Reaction SMILES: C[O:2][C:3]1[C:15]([C:16]([OH:18])=[O:17])=[CH:14][C:6]2[O:7][C:8]3[CH:13]=[CH:12][CH:11]=[CH:10][C:9]=3[C:5]=2[CH:4]=1.Br.BrC>C(O)(=O)C>[OH:2][C:3]1[C:15]([C:16]([OH:18])=[O:17])=[CH:14][C:6]2[O:7][C:8]3[CH:13]=[CH:12][CH:11]=[CH:10][C:9]=3[C:5]=2[CH:4]=1. Procedure details: A mixture of 2-methoxydibenzofuran-3-carboxylic acid 21.62 g, (prepared by the method disclosed in Cl. Routier, Ng. Ph. Buu-Hoi, and R. Royer, J. Chem. Soc., 4276 [1956] which is incorporated herein by reference), 48% hydrobromic acid (250 ml) and acetic acid (175 ml) was boiled under reflux, allowing bromomethane to escape, for 2 hrs, removed from the heat source, diluted with 400 ml of water with stirring, and cooled in ice to 30° C. The crystalline product was filtered, washed with water, and... Starting materials: C=1(C(=CC=CC1)C(=O)O)C1=CC=CC=C1 (1,1'-biphenylcarboxylic acid), C(C(=O)Cl)(=O)Cl (oxalyl chloride), crude product, CN(C)C=O (DMF). Solvent: C1=CC=CC=C1 (benzene). Reaction conditions: time 1 hour. Yields the product C=1(C(=CC=CC1)C(=O)Cl)C1=CC=CC=C1 (1,1'-Biphenylcarboxylic acid chloride). As a reaction SMILES: [C:1]1([C:10]2[CH:15]=[CH:14][CH:13]=[CH:12][CH:11]=2)[C:2]([C:7](O)=[O:8])=[CH:3][CH:4]=[CH:5][CH:6]=1.C(Cl)(=O)C([Cl:19])=O.CN(C=O)C>C1C=CC=CC=1>[C:1]1([C:10]2[CH:15]=[CH:14][CH:13]=[CH:12][CH:11]=2)[C:2]([C:7]([Cl:19])=[O:8])=[CH:3][CH:4]=[CH:5][CH:6]=1. Procedure: To a stirring solution of 1,1'-biphenylcarboxylic acid (1.0 g, 4.6 mmol) in 10 ml of dry benzene, under argon was added oxalyl chloride (0.40 ml, 2.0 eq.). To this solution was added DMF dropwise in 10 minute intervals, until no gas was evolved and the solution turned slightly cloudy (two drops). The mixture was stirred for 1 hour, then reduced on the rotovap without heating. The crude product, white solid, was carried directly on to the next step.